Dataset: the Open Reaction Database (ORD), a public repository of structured organic reaction records. Task: describe an organic reaction: reactants, conditions, products, and yield Run in C=1(C(=CC=CC1)C)C (xylene). Procedure details: 3-bromo-6-methoxycarbazole (2.5 g) produced in Example 1, step 1 and diethyl ethoxymethylenemalonate (9.16 ml) were dissolved in xylene, and the solution was heated under reflux in an argon atmosphere for 120 hours, and allowed to cool. The solvent was evaporated under reduced pressure and the residue was purified by silica gel column chromatography (eluent: chloroform) to obtain the title compound (2 g, 50%). Yield: 50.0%. Yields the product BrC=1C=CC=2N3C4=C(C=C(C=C4C2C1)OC)C(C(=C3)C(=O)OCC)=O (10-bromo-5-ethoxycarbonyl-2-methoxy-4H-pyrido[3,2,1-jk]carbazole-4-one). Reaction SMILES: [Br:1][C:2]1[CH:3]=[CH:4][C:5]2[NH:6][C:7]3[C:12]([C:13]=2[CH:14]=1)=[CH:11][C:10]([O:15][CH3:16])=[CH:9][CH:8]=3.C([O:19][CH:20]=[C:21]([C:27](OCC)=O)[C:22]([O:24][CH2:25][CH3:26])=[O:23])C>C1(C)C(C)=CC=CC=1>[Br:1][C:2]1[CH:3]=[CH:4][C:5]2[N:6]3[CH:27]=[C:21]([C:22]([O:24][CH2:25][CH3:26])=[O:23])[C:20](=[O:19])[C:8]4[CH:9]=[C:10]([O:15][CH3:16])[CH:11]=[C:12]([C:13]=2[CH:14]=1)[C:7]3=4. Reactants: BrC=1C=CC=2NC3=CC=C(C=C3C2C1)OC (3-bromo-6-methoxycarbazole), C(C)OC=C(C(=O)OCC)C(=O)OCC (diethyl ethoxymethylenemalonate). Reactants: N#C[Cu]C#N, O=Cc1ccc2c(I)n[nH]c2c1, CN(C)C=O, O. Yields the product N#Cc1n[nH]c2cc(C=O)ccc12. As a reaction SMILES: [Cu:13]([C:14]#[N:15])[C:16]#[N:17].[I:1][c:2]1[n:3][nH:4][c:5]2[cH:6][c:7]([CH:11]=[O:12])[cH:8][cH:9][c:10]12.[O:19]=[CH:20][N:21]([CH3:22])[CH3:23].[OH2:18]>>[c:2]1([C:14]#[N:15])[n:3][nH:4][c:5]2[cH:6][c:7]([CH:11]=[O:12])[cH:8][cH:9][c:10]12. Reactants: N1[C@H](C(=O)O)CCC1 (L-proline), O=C(CCC(=O)O)C1=NC=CC=C1 (γ-oxo-2-pyridinebutyric acid), [N+]1(=CC=CC=C1)[O-] (pyridine-1-oxide). Product: N1=C(C=CC=C1)C(=O)CCC(=O)N1[C@H](C(=O)O)CCC1 (1-[3-(2-pyridylcarbonyl)propionyl]-L-proline), [N+]1(=CC=CC=C1)[O-] (pyridine-1-oxide). Reaction SMILES: [O:1]=[C:2]([C:8]1[CH:13]=[CH:12][CH:11]=[CH:10][N:9]=1)[CH2:3][CH2:4][C:5]([OH:7])=O.[N+:14]1([O-:20])[CH:19]=[CH:18][CH:17]=[CH:16][CH:15]=1.[NH:21]1[CH2:28][CH2:27][CH2:26][C@H:22]1[C:23]([OH:25])=[O:24]>>[N:9]1[CH:10]=[CH:11][CH:12]=[CH:13][C:8]=1[C:2]([CH2:3][CH2:4][C:5]([N:21]1[CH2:28][CH2:27][CH2:26][C@H:22]1[C:23]([OH:25])=[O:24])=[O:7])=[O:1].[N+:14]1([O-:20])[CH:19]=[CH:18][CH:17]=[CH:16][CH:15]=1. Procedure: As for Example 11, γ-oxo-2-pyridinebutyric acid, pyridine-1-oxide is coupled to L-proline to give 1-[3-(2-pyridylcarbonyl)propionyl]-L-proline, pyridine-1-oxide. Reaction of the preceding compound with bromine in acetic acid and reaction of the brominated compound with sodium thioacetate in acetonitrile gives the product of the Example as a glass. The reactants are C(C)(C)[Mg]Cl (Isopropyl magnesium chloride), IC1=CN(C2=C1C=NC=C2)C2COC2 (3-iodo-1-(oxetan-3-yl)-1H-pyrrolo[3,2-c]pyridine), C1(=CC=CC=C1)C(C1=CC=CC=C1)=NC=1C=C(C(=O)N(C)OC)C=CN1 (2-[(diphenylmethylene)amino]-N-methoxy-N-methylisonicotinamide). Solvent: C1CCOC1 (THF), C1CCOC1 (THF). Reaction conditions: temperature 0 celsius, time 1 hour. Product: NC1=NC=CC(=C1)C(=O)C1=CN(C2=C1C=NC=C2)C2COC2 ((2-Aminopyridin-4-yl)-(1-(oxetan-3-yl)-1H-pyrrolo[3,2-c]pyridin-3-yl)methanone). RXN SMILES: C([Mg]Cl)(C)C.I[C:7]1[C:11]2[CH:12]=[N:13][CH:14]=[CH:15][C:10]=2[N:9]([CH:16]2[CH2:19][O:18][CH2:17]2)[CH:8]=1.C1(C(=[N:33][C:34]2[CH:35]=[C:36]([CH:43]=[CH:44][N:45]=2)[C:37](N(OC)C)=[O:38])C2C=CC=CC=2)C=CC=CC=1>C1COCC1>[NH2:33][C:34]1[CH:35]=[C:36]([C:37]([C:7]2[C:11]3[CH:12]=[N:13][CH:14]=[CH:15][C:10]=3[N:9]([CH:16]3[CH2:19][O:18][CH2:17]3)[CH:8]=2)=[O:38])[CH:43]=[CH:44][N:45]=1. Reported procedure: Isopropyl magnesium chloride (8.16 mL, 1.28 mmol, 2M in diethyl ether) was added to 3-iodo-1-(oxetan-3-yl)-1H-pyrrolo[3,2-c]pyridine (Preparation 53, 4.45 g, 14.8 mmol) in THF (90 mL) at 0° C., under nitrogen. The mixture was stirred at 0° C. for 1 hour then a solution of 2-[(diphenylmethylene)amino]-N-methoxy-N-methylisonicotinamide (Preparation 51, 5.12 g, 14.8 mmol) in THF (30 mL) was added dropwise at 0° C. The mixture was warmed to room temperature and stirred at this temperature for 16 hou... The reactants are COC1=CC=C(C=C1)C(C(C)=O)(C)C (3-(4-Methoxyphenyl)-3-methylbutan-2-one), COC1=C(C=O)C=C(C=C1)C(C)(C)C1SCCS1 (2-Methoxy-5-[1-(1,3-dithiolan-2-yl)-1-methylethyl]benzaldehyde). Yields the product CC(C)(C(C)=O)C=1C=CC(=C(C=O)C1)OC (5-(2-Methyl-3-oxo-butan-2-yl)-2-methoxybenzaldehyde). Reaction SMILES: [CH3:1][O:2][C:3]1[CH:8]=[CH:7][C:6]([C:9]([CH3:14])([CH3:13])[C:10](=[O:12])[CH3:11])=[CH:5][CH:4]=1.[CH3:15][O:16]C1C=CC(C(C2SCCS2)(C)C)=CC=1C=O>>[CH3:13][C:9]([C:6]1[CH:5]=[CH:4][C:3]([O:2][CH3:1])=[C:8]([CH:7]=1)[CH:15]=[O:16])([C:10](=[O:12])[CH3:11])[CH3:14]. Procedure: This compound was prepared from Compound 84 in the same manner of Compound 81.